Dataset: the Open Reaction Database (ORD), a public repository of structured organic reaction records. Task: describe an organic reaction: reactants, conditions, products, and yield Reactants: [Al+3], O=C([O-])C(O)C(O)C(=O)[O-], O=C([O-])C(O)C(O)C(=O)[O-], CCOC(C)=O, [H-], [H-], [H-], [H-], [K+], [K+], [Li+], [Na+], [Na+], [Na+], C1CCOC1, [OH-], O, COC(=O)C1CCN(c2ccncc2)CC1. The product is OCC1CCN(c2ccncc2)CC1. As a reaction SMILES: [Al+3:18].[C:25]([CH:26]([CH:27]([C:28]([O-:29])=[O:30])[OH:31])[OH:32])([O-:33])=[O:34].[C:37]([CH:38]([CH:39]([C:40]([O-:41])=[O:42])[OH:43])[OH:44])([O-:45])=[O:46].[CH3:55][CH2:56][O:57][C:58](=[O:59])[CH3:60].[H-:17].[H-:20].[H-:21].[H-:22].[K+:47].[K+:48].[Li+:19].[Na+:24].[Na+:35].[Na+:36].[O:49]1[CH2:50][CH2:51][CH2:52][CH2:53]1.[OH-:23].[OH2:54].[n:1]1[cH:2][cH:3][c:4]([N:7]2[CH2:8][CH2:9][CH:10]([C:11](=[O:12])[O:13][CH3:14])[CH2:15][CH2:16]2)[cH:5][cH:6]1>>[n:1]1[cH:2][cH:3][c:4]([N:7]2[CH2:8][CH2:9][CH:10]([CH2:11][OH:12])[CH2:15][CH2:16]2)[cH:5][cH:6]1. Reactants: C(C)(=O)OCC=1CS[C@H]2N(C1C(=O)OC(C1=CC=CC=C1)C1=CC=CC=C1)C(C2N(C(CC=2N=C(SC2)NC=O)=O)OC)=O (diphenylmethyl 3-acetoxymethyl-7-[N-methoxy-2-(2-formylamino-1,3-thiazol-4-yl)acetamido]-3-cephem-4-carboxylate), C1(=CC=CC=C1)OC (anisole), FC(C(=O)O)(F)F (trifluoroacetic acid). The solvent is C(Cl)Cl (methylene chloride). Run at time 1.5 hour. The product is C(C)(=O)OCC=1CS[C@H]2N(C1C(=O)O)C(C2N(C(CC=2N=C(SC2)NC=O)=O)OC)=O (3-acetoxymethyl-7-[N-methoxy-2-(2-formylamino-1,3-thiazol-4-yl)acetamido]-3-cephem-4-carboxylic acid). Isolated yield 98.7%. RXN SMILES: [C:1]([O:4][CH2:5][C:6]1[CH2:7][S:8][C@@H:9]2[CH:29]([N:30]([O:42][CH3:43])[C:31](=[O:41])[CH2:32][C:33]3[N:34]=[C:35]([NH:38][CH:39]=[O:40])[S:36][CH:37]=3)[C:28](=[O:44])[N:10]2[C:11]=1[C:12]([O:14]C(C1C=CC=CC=1)C1C=CC=CC=1)=[O:13])(=[O:3])[CH3:2].C1(OC)C=CC=CC=1.FC(F)(F)C(O)=O>C(Cl)Cl>[C:1]([O:4][CH2:5][C:6]1[CH2:7][S:8][C@@H:9]2[CH:29]([N:30]([O:42][CH3:43])[C:31](=[O:41])[CH2:32][C:33]3[N:34]=[C:35]([NH:38][CH:39]=[O:40])[S:36][CH:37]=3)[C:28](=[O:44])[N:10]2[C:11]=1[C:12]([OH:14])=[O:13])(=[O:3])[CH3:2]. Procedure: In methylene chloride (10 ml) is dissolved diphenylmethyl 3-acetoxymethyl-7-[N-methoxy-2-(2-formylamino-1,3-thiazol-4-yl)acetamido]-3-cephem-4-carboxylate (535 mg). Under ice-cooling, anisole (1 ml) and trifluoroacetic acid (1.5 ml) are added and the mixture is stirred for 1.5 hours. The reaction mixture is concentrated under reduced pressure and the residue is dissolved in ethyl acetate and extracted with a dilute aqueous solution of sodium hydrogen carbonate. The water layer is adjusted to pH ... Reactants: COC(CC1(OCCC2=C1CC=1C=CC=CC12)C)=O (1-methyl-1,3,4,9-tetrahydroindeno[2,1-c]pyran-1-acetic acid methyl ester), [OH-].[Na+] (sodium hydroxide). Run in CO (methanol), O (water). Conditions: time 8 hour. Product: CC1(OCCC2=C1CC=1C=CC=CC12)CC(=O)O (1-Methyl-1,3,4,9-tetrahydroindeno[2,1-c]-pyran-1-acetic acid). As a reaction SMILES: C[O:2][C:3](=[O:19])[CH2:4][C:5]1([CH3:18])[C:10]2[CH2:11][C:12]3[CH:13]=[CH:14][CH:15]=[CH:16][C:17]=3[C:9]=2[CH2:8][CH2:7][O:6]1.[OH-].[Na+]>CO.O>[CH3:18][C:5]1([CH2:4][C:3]([OH:19])=[O:2])[C:10]2[CH2:11][C:12]3[CH:13]=[CH:14][CH:15]=[CH:16][C:17]=3[C:9]=2[CH2:8][CH2:7][O:6]1 |f:1.2|. Procedure details: Hydrolysis of this ester to the title compound is effected as follows: The latter ester (11.5 g) is dissolved in 400 ml of methanol and the solution mixed with a solution of 12 g of sodium hydroxide in 100 ml of water. The resulting mixture is kept at room temperature overnight. Methanol is removed by evaporation. The residue is diluted with water. The aqueous solution is extracted repeatedly with ether, and acidified with 6N hydrochloric acid. The resulting precipitate is extracted with ether. ... Reactants: ClCCOC1=C(C=C2C(=CC=NC2=C1)OC=1C(=NC(=C(C1)C)C)C1=NC(=CC=C1)C)OC (3-[7-(2-Chloro-ethoxy)-6-methoxy-quinolin-4-yloxy]-5,6,6′-trimethyl-[2,2′]bipyridine), ClCCOC1=C(C=C2C(=CC=NC2=C1)OC=1C(=NC(=C(C1)C)C)C1=NC(=CC=C1)C)OC (3-[7-(2-Chloro-ethoxy)-6-methoxy-quinolin-4-yloxy]-5,6,6′-trimethyl-[2,2′]bipyridine), C([O-])([O-])=O.[K+].[K+] (Potassium carbonate), NCCO (2-aminoethanol). The solvent is CN(C=O)C (N,N-dimethylformamide). Run at temperature 70 celsius, time 8 hour. The product is COC=1C=C2C(=CC=NC2=CC1OCCNCCO)OC=1C(=NC(=C(C1)C)C)C1=NC(=CC=C1)C (2-{2-[6-Methoxy-4-(5,6,6′-trimethyl-[2,2′]bipyridin-3-yloxy)-quinolin-7-yloxy]-ethylamino}-ethanol). Yield: 64.0%. Reaction SMILES: Cl[CH2:2][CH2:3][O:4][C:5]1[CH:14]=[C:13]2[C:8]([C:9]([O:15][C:16]3[C:17]([C:24]4[CH:29]=[CH:28][CH:27]=[C:26]([CH3:30])[N:25]=4)=[N:18][C:19]([CH3:23])=[C:20]([CH3:22])[CH:21]=3)=[CH:10][CH:11]=[N:12]2)=[CH:7][C:6]=1[O:31][CH3:32].C(=O)([O-])[O-].[K+].[K+].[NH2:39][CH2:40][CH2:41][OH:42]>CN(C)C=O>[CH3:32][O:31][C:6]1[CH:7]=[C:8]2[C:13](=[CH:14][C:5]=1[O:4][CH2:3][CH2:2][NH:39][CH2:40][CH2:41][OH:42])[N:12]=[CH:11][CH:10]=[C:9]2[O:15][C:16]1[C:17]([C:24]2[CH:29]=[CH:28][CH:27]=[C:26]([CH3:30])[N:25]=2)=[N:18][C:19]([CH3:23])=[C:20]([CH3:22])[CH:21]=1 |f:1.2.3|. Procedure details: 3-[7-(2-Chloro-ethoxy)-6-methoxy-quinolin-4-yloxy]-5,6,6′-trimethyl-[2,2′]bipyridine (compound 465) (35 mg) was dissolved in N,N-dimethylformamide (2 ml) to prepare a solution. Potassium carbonate (108 mg) and 2-aminoethanol (0.14 ml) were added to the solution, and the mixture was stirred at 70° C. overnight. The solvent was removed by distillation under the reduced pressure, water was then added to the residue, and the mixture was extracted with chloroform. The chloroform layer was washed with... Starting materials: ClC=1C(=C(C(=O)O)C=C(C1OC)OC)CC#N (3-Chloro-2-cyanomethyl-4,5-dimethoxy-benzoic acid), NC1=NNC(=C1)C (3-amino-5-methylpyrazol). Solvent: C(C)(=O)O (acetic acid). Yields the product ClC1=C2C=C(N=C(C2=CC(=C1OC)OC)O)NC1=NNC(=C1)C (5-Chloro-6,7-dimethoxy-3-(5-methyl-1H-pyrazol-3-ylamino)-isoquinolin-1-ol). Reaction SMILES: [Cl:1][C:2]1[C:3]([CH2:15][C:16]#[N:17])=[C:4]([CH:8]=[C:9]([O:13][CH3:14])[C:10]=1[O:11][CH3:12])[C:5](O)=[O:6].[NH2:18][C:19]1[CH:23]=[C:22]([CH3:24])[NH:21][N:20]=1>C(O)(=O)C>[Cl:1][C:2]1[C:10]([O:11][CH3:12])=[C:9]([O:13][CH3:14])[CH:8]=[C:4]2[C:3]=1[CH:15]=[C:16]([NH:18][C:19]1[CH:23]=[C:22]([CH3:24])[NH:21][N:20]=1)[N:17]=[C:5]2[OH:6]. Procedure: Similar procedure as described in example 9B was used, starting from 3-Chloro-2-cyanomethyl-4,5-dimethoxy-benzoic acid, 3-amino-5-methylpyrazol and acetic acid to give 5-Chloro-6,7-dimethoxy-3-(5-methyl-1H-pyrazol-3-ylamino)-isoquinolin-1-ol. LC-MS: m/e 335 (MH+).